Dataset: the Open Reaction Database (ORD), a public repository of structured organic reaction records. Task: describe an organic reaction: reactants, conditions, products, and yield Starting materials: O (Water), [F-].C(CCC)[N+](CCCC)(CCCC)CCCC (tetrabutylammonium fluoride), [Si](C1=CC=CC=C1)(C1=CC=CC=C1)(C(C)(C)C)OCC=1C=C(C=CC1)C(CC(=O)OCC)C#CC (ethyl 3-(3-(((tert-butyldiphenylsilyl)oxy)methyl)phenyl)hex-4-ynoate). Run in C1CCOC1 (THF), C1CCOC1 (THF). Reaction conditions: time 1 hour. The product is OCC=1C=C(C=CC1)C(CC(=O)OCC)C#CC (ethyl 3-(3-(hydroxymethyl)phenyl)hex-4-ynoate). As a reaction SMILES: [F-].C([N+](CCCC)(CCCC)CCCC)CCC.[Si]([O:36][CH2:37][C:38]1[CH:39]=[C:40]([CH:44]([C:51]#[C:52][CH3:53])[CH2:45][C:46]([O:48][CH2:49][CH3:50])=[O:47])[CH:41]=[CH:42][CH:43]=1)(C(C)(C)C)(C1C=CC=CC=1)C1C=CC=CC=1.O>C1COCC1>[OH:36][CH2:37][C:38]1[CH:39]=[C:40]([CH:44]([C:51]#[C:52][CH3:53])[CH2:45][C:46]([O:48][CH2:49][CH3:50])=[O:47])[CH:41]=[CH:42][CH:43]=1 |f:0.1|. Procedure details: A solution (5.0 mL) of tetrabutylammonium fluoride in THF was added to a solution of ethyl 3-(3-(((tert-butyldiphenylsilyl)oxy)methyl)phenyl)hex-4-ynoate in THF (10 mL), and the mixture was stirred at room temperature for 1 hr. Water was added to the reaction mixture at room temperature, and the mixture was extracted with ethyl acetate. The extract was washed with water and saturated brine, and dried over anhydrous magnesium sulfate. The solvent was evaporated under reduced pressure, and the res... The reactants are ice, ClC1=C(C=CC(=C1)Cl)CC(=O)O (2,4-dichlorophenylacetic acid), ClC1=CC=C(C(=O)OC)C=C1 (methyl 4-chlorobenzoate), solution, [Na] (sodium), C[Si](N[Si](C)(C)C)(C)C (hexamethyldisilazane). The solvent is C1CCOC1 (THF), C1CCOC1 (THF), C1CCOC1 (THF). Reaction conditions: time 2 hour. Product: ClC1=CC=C(C=C1)C(CC1=C(C=C(C=C1)Cl)Cl)=O (1-(4-Chlorophenyl)-2-(2,4-dichlorophenyl)ethanone). The yield is 74.5%. Reaction SMILES: [Na].C[Si](C)(C)N[Si](C)(C)C.[Cl:11][C:12]1[CH:17]=[C:16]([Cl:18])[CH:15]=[CH:14][C:13]=1[CH2:19][C:20]([OH:22])=O.[Cl:23][C:24]1[CH:33]=[CH:32][C:27](C(OC)=O)=[CH:26][CH:25]=1>C1COCC1>[Cl:23][C:24]1[CH:33]=[CH:32][C:27]([C:20](=[O:22])[CH2:19][C:13]2[CH:14]=[CH:15][C:16]([Cl:18])=[CH:17][C:12]=2[Cl:11])=[CH:26][CH:25]=1 |^1:0|. Procedure: 411 ml of a 2M solution of the sodium salt of hexamethyldisilazane in THF are cooled to −60° C., under a nitrogen atmosphere, 350 ml of THF are added, followed dropwise by a solution of 67.7 g of 2,4-dichlorophenylacetic acid in 70 ml of THF and the mixture is kept stirred for 2 hours while the temperature is maintained below −40° C. 53.5 g of methyl 4-chlorobenzoate are then added dropwise and at −60° C. and the mixture is kept stirred while the temperature is allowed to rise to 10° C. The reac... Reactants: C(C1=CC=CC=C1)N1C[C@H]2[C@@H](C1)C(CC2)N ((3aS*,6aR*)-2-Benzyloctahydrocyclopenta[c]pyrrol-4-amine), CC[N+](=C=N)CCCN(C)C (N-(3-dimethylaminopropyl)-N-ethylcarbodiimide), C1(CCCCC1)C(C(=O)O)C1CCCCC1 (2,2-dicyclohexylacetic acid), ON1N=NC2=C1C=CC=C2 (1-hydroxybenzotriazole). Run in ClCCl (dichloromethane). Run at time 10 minute. The product is C(C1=CC=CC=C1)N1C[C@H]2[C@@H](C1)[C@H](CC2)NC(C(C2CCCCC2)C2CCCCC2)=O (N-[(3aS*,4S*,6aR*)-2-benzyloctahydrocyclopenta[c]pyrrol-4-yl]-2,2-dicyclohexylacetamide). Reaction SMILES: [CH2:1]([N:8]1[CH2:12][C@H:11]2[CH:13]([NH2:16])[CH2:14][CH2:15][C@H:10]2[CH2:9]1)[C:2]1[CH:7]=[CH:6][CH:5]=[CH:4][CH:3]=1.[CH:17]1([CH:23]([CH:27]2[CH2:32][CH2:31][CH2:30][CH2:29][CH2:28]2)[C:24](O)=[O:25])[CH2:22][CH2:21][CH2:20][CH2:19][CH2:18]1.ON1C2C=CC=CC=2N=N1.CC[N+](CCCN(C)C)=C=N>ClCCl>[CH2:1]([N:8]1[CH2:12][C@H:11]2[C@@H:13]([NH:16][C:24](=[O:25])[CH:23]([CH:17]3[CH2:22][CH2:21][CH2:20][CH2:19][CH2:18]3)[CH:27]3[CH2:32][CH2:31][CH2:30][CH2:29][CH2:28]3)[CH2:14][CH2:15][C@H:10]2[CH2:9]1)[C:2]1[CH:3]=[CH:4][CH:5]=[CH:6][CH:7]=1. Reported procedure: (3aS*,6aR*)-2-Benzyloctahydrocyclopenta[c]pyrrol-4-amine (500 mg, 2.311 mmol), 2,2-dicyclohexylacetic acid (570 mg, 2.54 mmol), and 1-hydroxybenzotriazole (389 mg, 2.54 mmol) were combined in dichloromethane (20 mL). The reaction was stirred at room temperature for 10 minutes, then N-(3-dimethylaminopropyl)-N-ethylcarbodiimide (0.449 mL, 2.54 mmol) was added dropwise. The reaction was stirred at room temperature for 20 hours, and then the reaction was quenched with 10 mL of water. The reaction w... Reactants: ClC1=C(C=CC=C1)C(C)=O (1-(2-Chloro-phenyl)-ethanone), [Cl-].[NH4+] (ammonium chloride), C(C)(C)NC(C)C (diisopropylamine), C(CCC)[Li] (n-butyllithium), C(C)#N (acetonitrile). Run in O1CCCC1 (tetrahydrofuran). Conditions: temperature -78 celsius, time 10 minute. Product: ClC1=C(C=CC=C1)C(CC#N)(C)O (3-(2-Chloro-phenyl)-3-hydroxy-butyronitrile). Yield: 90.5%. Reaction SMILES: C(NC(C)C)(C)C.C([Li])CCC.[C:13](#[N:15])[CH3:14].[Cl:16][C:17]1[CH:22]=[CH:21][CH:20]=[CH:19][C:18]=1[C:23](=[O:25])[CH3:24].[Cl-].[NH4+]>O1CCCC1>[Cl:16][C:17]1[CH:22]=[CH:21][CH:20]=[CH:19][C:18]=1[C:23]([OH:25])([CH3:24])[CH2:14][C:13]#[N:15] |f:4.5|. Procedure: To a stirring solution of diisopropylamine (0.97 mL, 6.83 mmol) in tetrahydrofuran (15 mL) at −78° C. under nitrogen was added a solution of n-butyllithium (2.86 mL, 7.14 mmol, 2.5 M in hexane). After the addition was complete, the mixture was stirred at −78° C. for 10 minutes and removed cooling bath for 5 minutes. The mixture was cooled back to −78° C., acetonitrile (0.33 mL, 6.21 mmol) was added and the reaction mixture was then stirred at −78° C. for 30 minutes. 1-(2-Chloro-phenyl)-ethanone ... Starting materials: 100, C1(=CC=C(C=C1)CC#N)C1=CC=CC=C1 (α-(4-biphenylyl)acetonitrile), ClCCN(C(C)C)C(C)C (2-chloro-N,N-diisopropylethylamine), C1(=CC=CC=C1)C (toluene), [NH2-].[Na+] (sodium amide). The solvent is O (water). Conditions: temperature 80 celsius. The product is C1(=CC=C(C=C1)C(C#N)CCN(C(C)C)C(C)C)C1=CC=CC=C1 (α-(4-biphenylyl)-α-[2-(diisopropylamino)ethyl]acetonitrile). RXN SMILES: [C:1]1([C:10]2[CH:15]=[CH:14][CH:13]=[CH:12][CH:11]=2)[CH:6]=[CH:5][C:4]([CH2:7][C:8]#[N:9])=[CH:3][CH:2]=1.Cl[CH2:17][CH2:18][N:19]([CH:23]([CH3:25])[CH3:24])[CH:20]([CH3:22])[CH3:21].C1(C)C=CC=CC=1.[NH2-].[Na+]>O>[C:1]1([C:10]2[CH:11]=[CH:12][CH:13]=[CH:14][CH:15]=2)[CH:2]=[CH:3][C:4]([CH:7]([CH2:17][CH2:18][N:19]([CH:23]([CH3:25])[CH3:24])[CH:20]([CH3:22])[CH3:21])[C:8]#[N:9])=[CH:5][CH:6]=1 |f:3.4|. Procedure: The solution of 100 parts of α-(4-biphenylyl)acetonitrile and 90 parts of 2-chloro-N,N-diisopropylethylamine in 850 parts by volume of toluene is heated to about 80° C. and then 22 parts of sodium amide is added slowly over a period of 30 minutes keeping the temperature at 80°-85° C. The mixture is heated at 80° C. for another 30 minutes and then cooled to room temperature. 500 Parts by volume of water is then added to the mixture and the organic layer is separated and extracted with dilute hydr... Reactants: CO, COC(=O)c1cc(OC)cc(OC)c1[N+](=O)[O-], [H][H], C1CCOC1. Product: COC(=O)c1cc(OC)cc(OC)c1N. RXN SMILES: [CH3:18][OH:19].[CH3:1][O:2][c:3]1[c:4]([N+:15]([O-:16])=[O:17])[c:5]([C:6](=[O:7])[O:8][CH3:9])[cH:10][c:11]([O:13][CH3:14])[cH:12]1.[H:20][H:21].[O:22]1[CH2:23][CH2:24][CH2:25][CH2:26]1>>[CH3:1][O:2][c:3]1[c:4]([NH2:15])[c:5]([C:6](=[O:7])[O:8][CH3:9])[cH:10][c:11]([O:13][CH3:14])[cH:12]1. The reactants are [Si](C)(C)(C(C)(C)C)O[C@H]1C[C@@H](CC2=CC=C3[C@@H]4CC=C(C(C)(C)O)[C@]4(CC[C@@H]3[C@@]12C)C)O[Si](C)(C)C(C)(C)C (1α,3β-Bis(tert-butyldimethylsilyloxy)-20-hydroxy-20-methylpregna-5,7,16-triene), Br\C=C/CC(CC)(O[Si](CC)(CC)CC)CC (1-bromo-4-ethyl-4-triethylsilyloxy-(2Z)-hexene), [H-].[Na+] (sodium hydride), C1COCCOCCOCCOCCO1 (15-crown-5). The solvent is O1CCCC1 (tetrahydrofuran). The product is [Si](C)(C)(C(C)(C)C)O[C@H]1C[C@@H](CC2=CC=C3[C@@H]4CC=C(C(C)(C)O\C=C/CC(CC)(O[Si](CC)(CC)CC)CC)[C@]4(CC[C@@H]3[C@@]12C)C)O[Si](C)(C)C(C)(C)C (1α,3β-bis(tert-butyldimethylsilyloxy)-20-{4-ethyl-4-triethylsilyloxy-(2Z)-hexenyloxy}-20-methylpregna-5,7,16-triene). The yield is 71.7%. RXN SMILES: [Si:1]([O:8][C@@H:9]1[C@@:29]2([CH3:30])[C:13](=[CH:14][CH:15]=[C:16]3[C@@H:28]2[CH2:27][CH2:26][C@@:25]2([CH3:31])[C@H:17]3[CH2:18][CH:19]=[C:20]2[C:21]([OH:24])([CH3:23])[CH3:22])[CH2:12][C@@H:11]([O:32][Si:33]([C:36]([CH3:39])([CH3:38])[CH3:37])([CH3:35])[CH3:34])[CH2:10]1)([C:4]([CH3:7])([CH3:6])[CH3:5])([CH3:3])[CH3:2].Br/[CH:41]=[CH:42]\[CH2:43][C:44]([CH2:55][CH3:56])([O:47][Si:48]([CH2:53][CH3:54])([CH2:51][CH3:52])[CH2:49][CH3:50])[CH2:45][CH3:46].[H-].[Na+].C1OCCOCCOCCOCCOC1>O1CCCC1>[Si:1]([O:8][C@@H:9]1[C@@:29]2([CH3:30])[C:13](=[CH:14][CH:15]=[C:16]3[C@@H:28]2[CH2:27][CH2:26][C@@:25]2([CH3:31])[C@H:17]3[CH2:18][CH:19]=[C:20]2[C:21]([O:24]/[CH:41]=[CH:42]\[CH2:43][C:44]([CH2:55][CH3:56])([O:47][Si:48]([CH2:53][CH3:54])([CH2:49][CH3:50])[CH2:51][CH3:52])[CH2:45][CH3:46])([CH3:23])[CH3:22])[CH2:12][C@@H:11]([O:32][Si:33]([C:36]([CH3:39])([CH3:38])[CH3:37])([CH3:34])[CH3:35])[CH2:10]1)([C:4]([CH3:7])([CH3:6])[CH3:5])([CH3:3])[CH3:2] |f:2.3|. Procedure: 1α,3β-Bis(tert-butyldimethylsilyloxy)-20-hydroxy-20-methylpregna-5,7,16-triene (100 mg, 0.175 mmol), 1-bromo-4-ethyl-4-triethylsilyloxy-(2Z)-hexene (224 mg, 0.697 mmol), sodium hydride (60% in oil, 42 mg, 1.05 mmol), 15-crown-5 (38 mg, 0.173 mmol) and tetrahydrofuran (3 ml) were subjected to reaction using a procedure similar to that of Example 5(1) (reflux under heating for 17 hours), worked up and purified by column chromatography (hexane:toluene=2:1) to give the titled compound (102 mg, 72%) ... Reactants: BrC=1C(OC(CC1O)(CCC1=CC=CC=C1)C1=CC=CC=C1)=O (3-bromo-5,6-dihydro-4-hydroxy-6-phenyl-6-(2-phenylethyl)-2H-pyran-2-one), C1(=CC=CC=C1)S (benzenethiol), N1CCCCC1 (piperidine). Run in ClCCl (dichloromethane). The product is OC1=C(C(OC(C1)(CCC1=CC=CC=C1)C1=CC=CC=C1)=O)SC1=CC=CC=C1 (5,6-Dihydro-4-hydroxy-6-phenyl-6-(2-phenylethyl)-3-phenylthio-2H-pyran-2-one). As a reaction SMILES: Br[C:2]1[C:3](=[O:23])[O:4][C:5]([C:17]2[CH:22]=[CH:21][CH:20]=[CH:19][CH:18]=2)([CH2:9][CH2:10][C:11]2[CH:16]=[CH:15][CH:14]=[CH:13][CH:12]=2)[CH2:6][C:7]=1[OH:8].[C:24]1([SH:30])[CH:29]=[CH:28][CH:27]=[CH:26][CH:25]=1.N1CCCCC1>ClCCl>[OH:8][C:7]1[CH2:6][C:5]([C:17]2[CH:22]=[CH:21][CH:20]=[CH:19][CH:18]=2)([CH2:9][CH2:10][C:11]2[CH:16]=[CH:15][CH:14]=[CH:13][CH:12]=2)[O:4][C:3](=[O:23])[C:2]=1[S:30][C:24]1[CH:29]=[CH:28][CH:27]=[CH:26][CH:25]=1. Procedure details: The title compound was prepared as described in General Method 6 from 1.50 mmol of 3-bromo-5,6-dihydro-4-hydroxy-6-phenyl-6-(2-phenylethyl)-2H-pyran-2-one (prepared in example BBB), 1.60 mmol of benzenethiol, and 1.60 mmol of piperidine in 30 mL of dichloromethane. The product was triturated with hexane:ether (1:1) to afford a solid. The crude product was chromatographed on silica gel, eluting first with chloroform and then with 5% methanol in chloroform, to give the title compound (m.p. 58°-60°... Reactants: [H][H] (Hydrogen), [Si](C)(C)(C(C)(C)C)OCC(C)NC(OCC1=CC=CC=C1)=O (benzyl N-(2-t-butyldimethylsilyloxy-1-methylethyl)carbamate). Reagents/catalysts: [Pd] (palladium-on-carbon). Solvent: C(C)O (ethanol). Yields the product [Si](C)(C)(C(C)(C)C)OCC(C)N (2-t-Butyldimethylsilyloxy-1-methylethylamine). Yield: 80.3%. As a reaction SMILES: [H][H].[Si:3]([O:10][CH2:11][CH:12]([NH:14]C(=O)OCC1C=CC=CC=1)[CH3:13])([C:6]([CH3:9])([CH3:8])[CH3:7])([CH3:5])[CH3:4]>[Pd].C(O)C>[Si:3]([O:10][CH2:11][CH:12]([NH2:14])[CH3:13])([C:6]([CH3:9])([CH3:8])[CH3:7])([CH3:5])[CH3:4]. Procedure: Hydrogen was introduced into a mixture of 4.0 g of benzyl N-(2-t-butyldimethylsilyloxy-1-methylethyl)carbamate (prepared as described in Preparation 8), 0.80 g of 10% w/w palladium-on-carbon and 40 ml of ethanol for 1 hour. At the end of this time, the atmosphere was replaced by nitrogen, the palladium-on-carbon was removed by filtration from the reaction mixture, and the filtrate was concentrated by evaporation under reduced pressure, to give 1.88 g of the title compound having an Rf value of 0... Reactants: NC([C@H](CC1=CC=C(C=C1)C1=CC=C2CC(N(C2=C1)C)=O)NC(=O)C1(CCOCC1)NC(OC(C)(C)C)=O)=O ((S)-tert-Butyl 4-(1-amino-3-(4-(1-methyl-2-oxoindolin-6-yl)phenyl)-1-oxopropan-2-ylcarbamoyl)tetrahydro-2H-pyran-4-ylcarbamate), CC[N+](CC)(CC)S(=O)(=O)N=C([O-])OC (Burgess' reagent). Run in ClCCl (dichloromethane), ClCCl (dichloromethane). Conditions: time 24 hour. Product: C(#N)[C@H](CC1=CC=C(C=C1)C1=CC=C2CC(N(C2=C1)C)=O)NC(=O)C1(CCOCC1)NC(OC(C)(C)C)=O ((S)-tert-Butyl 4-(1-cyano-2-(4-(1-methyl-2-oxoindolin-6-yl)phenyl)ethylcarbamoyl)tetrahydro-2H-pyran-4-ylcarbamate). As a reaction SMILES: [NH2:1][C:2](=O)[C@@H:3]([NH:22][C:23]([C:25]1([NH:31][C:32](=[O:38])[O:33][C:34]([CH3:37])([CH3:36])[CH3:35])[CH2:30][CH2:29][O:28][CH2:27][CH2:26]1)=[O:24])[CH2:4][C:5]1[CH:10]=[CH:9][C:8]([C:11]2[CH:19]=[C:18]3[C:14]([CH2:15][C:16](=[O:21])[N:17]3[CH3:20])=[CH:13][CH:12]=2)=[CH:7][CH:6]=1.CC[N+](S(N=C(OC)[O-])(=O)=O)(CC)CC>ClCCl>[C:2]([C@@H:3]([NH:22][C:23]([C:25]1([NH:31][C:32](=[O:38])[O:33][C:34]([CH3:36])([CH3:35])[CH3:37])[CH2:26][CH2:27][O:28][CH2:29][CH2:30]1)=[O:24])[CH2:4][C:5]1[CH:10]=[CH:9][C:8]([C:11]2[CH:19]=[C:18]3[C:14]([CH2:15][C:16](=[O:21])[N:17]3[CH3:20])=[CH:13][CH:12]=2)=[CH:7][CH:6]=1)#[N:1]. Reported procedure: A solution of (S)-tert-butyl 4-(1-amino-3-(4-(1-methyl-2-oxoindolin-6-yl)phenyl)-1-oxopropan-2-ylcarbamoyl)tetrahydro-2H-pyran-4-ylcarbamate (Example 21, step (i), 44 mg) in dichloromethane (5 mL) was treated with Burgess' reagent (25 mg) and stirred at room temperature for 24 h. The reaction was diluted with dichloromethane (50 mL) and washed with water (50 mL). The combined organic extracts were dried over magnesium sulfate and evaporated in vacuo to the sub-titled compound (35 mg).